This data is from the Open Reaction Database (ORD), a public repository of structured organic reaction records. The task is: describe an organic reaction: reactants, conditions, products, and yield The reactants are ClC(Cl)(Cl)Cl, Cc1cc(S(C)(=O)=O)ccc1CO, C1CCOC1, c1ccc(P(c2ccccc2)c2ccccc2)cc1. The product is Cc1cc(S(C)(=O)=O)ccc1CCl. Reaction SMILES: [C:20]([Cl:21])([Cl:22])([Cl:23])[Cl:24].[CH3:25][S:26](=[O:27])(=[O:28])[c:29]1[cH:30][c:31]([CH3:37])[c:32]([CH2:35][OH:36])[cH:33][cH:34]1.[O:38]1[CH2:39][CH2:40][CH2:41][CH2:42]1.[c:1]1([P:2]([c:3]2[cH:4][cH:5][cH:6][cH:7][cH:8]2)[c:9]2[cH:10][cH:11][cH:12][cH:13][cH:14]2)[cH:15][cH:16][cH:17][cH:18][cH:19]1>>[CH2:20]([Cl:24])[c:32]1[c:31]([CH3:37])[cH:30][c:29]([S:26]([CH3:25])(=[O:27])=[O:28])[cH:34][cH:33]1. The reactants are C(C)OC(=O)C1=C[C@H]([C@@H]([C@@H](C1)OS(=O)(=O)C)NC(C)=O)OC(CC)CC ((3R,4S,5R)-4-acetylamino-3-(1-ethyl-propoxy)-5-methanesulfonyloxy-cyclohex-1-enecarboxylic Acid Ethyl Ester), CS(=O)C (DMSO), crude product, C(=O)(O)[O-].[Na+] (NaHCO3), [N-]=[N+]=[N-].[Na+] (sodium azide). Solvent: CCO (EtOH), COC(C)(C)C (tert-butyl methyl ether). Reaction conditions: temperature 87.5 celsius, time 21 hour. Yields the product C(C)OC(=O)C1=C[C@H]([C@@H]([C@H](C1)N=[N+]=[N-])NC(C)=O)OC(CC)CC ((3R,4R,5S)-4-Acetylamino-5-azido-3-(1-ethyl-propoxy)cyclohex-1-enecarboxylic Acid Ethyl Ester). Yield: 20.4%. Reaction SMILES: [CH2:1]([O:3][C:4]([C:6]1[CH2:11][C@@H:10](OS(C)(=O)=O)[C@@H:9]([NH:17][C:18](=[O:20])[CH3:19])[C@H:8]([O:21][CH:22]([CH2:25][CH3:26])[CH2:23][CH3:24])[CH:7]=1)=[O:5])[CH3:2].CS(C)=O.[N-:31]=[N+:32]=[N-:33].[Na+].C([O-])(O)=O.[Na+]>COC(C)(C)C.CCO>[CH2:1]([O:3][C:4]([C:6]1[CH2:11][C@H:10]([N:31]=[N+:32]=[N-:33])[C@@H:9]([NH:17][C:18](=[O:20])[CH3:19])[C@H:8]([O:21][CH:22]([CH2:25][CH3:26])[CH2:23][CH3:24])[CH:7]=1)=[O:5])[CH3:2] |f:2.3,4.5|. Procedure details: To a solution of 340 mg of 22, 1.2 mL of DMSO and 1.2 mL of EtOH in a 5.0 mL round-bottom flask equipped with a magnetic stirrer, a reflux condenser and an inert gas supply was added 113 mg of sodium azide and the reaction mixture was stirred for 21 h at 85-90° C. The brown reaction mixture was cooled to RT, treated with 7.0 mL of a aqueous 1 M NaHCO3 and extracted with 7.0 mL tert-butyl methyl ether. The organic phase was dried with (Na2SO4), filtered and evaporated at 40° C./250-10 mbar to aff... Reactants: C1(C=2C(C(=O)O1)=CC=CC2)=O (phthalic anhydride), NC=1C=C(C=CC1)O (3-aminophenol). Run in CN(C=O)C (DMF). Run at temperature 140 celsius, time 8 hour. The product is OC=1C=C(C=CC1)N1C(C=2C(C1=O)=CC=CC2)=O (N-(3-Hydroxyphenyl)phthalimide). Reaction SMILES: [C:1]1(=[O:11])[O:6][C:4](=O)[C:3]2=[CH:7][CH:8]=[CH:9][CH:10]=[C:2]12.[NH2:12][C:13]1[CH:14]=[C:15]([OH:19])[CH:16]=[CH:17][CH:18]=1>CN(C)C=O>[OH:19][C:15]1[CH:14]=[C:13]([N:12]2[C:1](=[O:11])[C:2]3=[CH:10][CH:9]=[CH:8][CH:7]=[C:3]3[C:4]2=[O:6])[CH:18]=[CH:17][CH:16]=1. Procedure details: 452 g (3.0 mol) of phthalic anhydride are used as initial charge in 1.6 l of DMF (dimethylformamide) in a round-bottomed flask. 334 g (3.0 mol) of 3-aminophenol are added slowly to this mixture. The mixture is stirred at 140° C. for 8 hours. During this period, water is removed by distillation by way of the head of a column. The mixture is permitted to cool to room temperature, and the precipitated solid is removed by suction filtration. The solid is washed first with water and then with ethanol... Reactants: O=C(O)c1nc2c3c(N4CCOCC4)cccc3on2c(=O)c1OCc1ccccc1, C(=NC1CCCCC1)=NC1CCCCC1, NCc1ccc(Cl)c(Cl)c1, ClCCl. Yields the product O=C(NCc1ccc(Cl)c(Cl)c1)c1nc2c3c(N4CCOCC4)cccc3on2c(=O)c1OCc1ccccc1. Reaction SMILES: [CH2:16]([c:17]1[cH:18][cH:19][cH:20][cH:21][cH:22]1)[O:23][c:24]1[c:25](=[O:46])[n:26]2[o:27][c:28]3[cH:29][cH:30][cH:31][c:32]([N:40]4[CH2:41][CH2:42][O:43][CH2:44][CH2:45]4)[c:33]3[c:34]2[n:35][c:36]1[C:37](=[O:38])[OH:39].[CH:1]1([N:2]=[C:3]=[N:4][CH:5]2[CH2:6][CH2:7][CH2:8][CH2:9][CH2:10]2)[CH2:11][CH2:12][CH2:13][CH2:14][CH2:15]1.[Cl:47][c:48]1[cH:49][c:50]([CH2:51][NH2:52])[cH:53][cH:54][c:55]1[Cl:56].[Cl:57][CH2:58][Cl:59]>>[CH2:16]([c:17]1[cH:18][cH:19][cH:20][cH:21][cH:22]1)[O:23][c:24]1[c:25](=[O:46])[n:26]2[o:27][c:28]3[cH:29][cH:30][cH:31][c:32]([N:40]4[CH2:41][CH2:42][O:43][CH2:44][CH2:45]4)[c:33]3[c:34]2[n:35][c:36]1[C:37](=[O:38])[NH:52][CH2:51][c:50]1[cH:49][c:48]([Cl:47])[c:55]([Cl:56])[cH:54][cH:53]1. Reactants: O (water), N[C@@H](C(C)C)C(=O)O (L-Valine), [OH-].[K+] (KOH), O=C(CC(=O)OCC)C (ethyl 3-oxobutanoate). Solvent: C(C)(=O)OC(C)C (isopropyl acetate). Yields the product [K+].C(C)OC(C=C(C)N[C@@H](C(C)C)C(=O)[O-])=O (N-(3-ethoxy-1-methyl-3-oxoprop-1-enyl)-L-valine potassium salt). Reaction SMILES: [NH2:1][C@H:2]([C:6]([OH:8])=[O:7])[CH:3]([CH3:5])[CH3:4].[OH-].[K+:10].O=[C:12]([CH3:19])[CH2:13][C:14]([O:16][CH2:17][CH3:18])=[O:15].O>C(OC(C)C)(=O)C>[K+:10].[CH2:17]([O:16][C:14](=[O:15])[CH:13]=[C:12]([NH:1][C@H:2]([C:6]([O-:8])=[O:7])[CH:3]([CH3:5])[CH3:4])[CH3:19])[CH3:18] |f:1.2,6.7|. Procedure details: L-Valine (117.2 g, 1.0 mol), KOH (85%, 66.0 g, 1 mol) and ethyl 3-oxobutanoate (140.2 mL, 1.1 mol) are dissolved in isopropyl acetate (1 L). The reaction mixture is heated to reflux using a Dean-Stark apparatus. 32 mL water are isolated during 1.75 h. A small quantity of precipitate is formed. 500 mL are distilled off. Reactants: CC(O)c1ccccc1Br, C1COCCO1, CNCCNC, [Cu]I, [I-], [Na+], O, O. Product: CC(O)c1ccccc1I. Reaction SMILES: [Br:1][c:2]1[c:3]([CH:8]([CH3:9])[OH:10])[cH:4][cH:5][cH:6][cH:7]1.[CH2:23]1[O:24][CH2:25][CH2:26][O:27][CH2:28]1.[CH3:11][NH:12][CH2:13][CH2:14][NH:15][CH3:16].[Cu:21][I:22].[I-:19].[Na+:20].[OH2:17].[OH2:18]>>[c:2]1([I:19])[c:3]([CH:8]([CH3:9])[OH:10])[cH:4][cH:5][cH:6][cH:7]1.